describe an organic reaction: reactants, conditions, products, and yield From a dataset of the Open Reaction Database (ORD), a public repository of structured organic reaction records. Starting materials: CC(=O)O, CC(C)(C)OC(=O)N1CCC(=O)CC1, Cc1ccccc1, CCOC(C)=O, O, Nc1ccccc1O. The product is CC(C)(C)OC(=O)N1CCC(Nc2ccccc2O)CC1. Reaction SMILES: [C:23]([OH:24])(=[O:25])[CH3:26].[C:9]([CH3:10])([CH3:11])([CH3:12])[O:13][C:14](=[O:15])[N:16]1[CH2:17][CH2:18][C:19](=[O:22])[CH2:20][CH2:21]1.[CH3:28][c:29]1[cH:30][cH:31][cH:32][cH:33][cH:34]1.[CH3:35][CH2:36][O:37][C:38]([CH3:39])=[O:40].[OH2:27].[OH:1][c:2]1[c:3]([NH2:4])[cH:5][cH:6][cH:7][cH:8]1>>[OH:1][c:2]1[c:3]([NH:4][CH:19]2[CH2:18][CH2:17][N:16]([C:14]([O:13][C:9]([CH3:10])([CH3:11])[CH3:12])=[O:15])[CH2:21][CH2:20]2)[cH:5][cH:6][cH:7][cH:8]1. Reactants: NC(=O)[C@H]1N([C@H](CC1)C1=CC=C(C=C1)OCC1=CC=CC=C1)C(=O)OC(C)(C)C (1,1-dimethylethyl (2S,5R)-2-(aminocarbonyl)-5-(4-[(phenylmethyl)oxy]phenyl)-1-pyrrolidinecarboxylate), C(C)(=O)Cl (acetyl chloride), C(C)(=O)Cl (acetyl chloride). The solvent is C(C)(=O)OCC (ethyl acetate), CO (methanol). Run at time 1.5 hour. Product: Cl.C1(=CC=CC=C1)COC1=CC=C(C=C1)[C@H]1CC[C@H](N1)C(=O)N ((5R)-5-{4-[(Phenylmethyl)oxy]phenyl}-L-prolinamide hydrochloride). Yield: 66.5%. RXN SMILES: [NH2:1][C:2]([C@@H:4]1[CH2:8][CH2:7][C@H:6]([C:9]2[CH:14]=[CH:13][C:12]([O:15][CH2:16][C:17]3[CH:22]=[CH:21][CH:20]=[CH:19][CH:18]=3)=[CH:11][CH:10]=2)[N:5]1C(OC(C)(C)C)=O)=[O:3].C([Cl:33])(=O)C>C(OCC)(=O)C.CO>[ClH:33].[C:17]1([CH2:16][O:15][C:12]2[CH:13]=[CH:14][C:9]([C@@H:6]3[NH:5][C@H:4]([C:2]([NH2:1])=[O:3])[CH2:8][CH2:7]3)=[CH:10][CH:11]=2)[CH:18]=[CH:19][CH:20]=[CH:21][CH:22]=1 |f:4.5|. Procedure details: To a solution of 1,1-dimethylethyl (2S,5R)-2-(aminocarbonyl)-5-(4-[(phenylmethyl)oxy]phenyl)-1-pyrrolidinecarboxylate (D12, 45 mg, 0.113 mmol) in a mixture of ethyl acetate and methanol (9/1, 1 ml) was added acetyl chloride (20 μl, 0.282 mmol) at 0° C. The mixture was shaken for 1.5 h and slowly allowed to warm to room temperature. After 4 h under these conditions, additional acetyl chloride (20 μl, 0.654 mmol) was added. After evaporating the solvent, the residue was triturated with diethyl eth...